From a dataset of the Open Reaction Database (ORD), a public repository of structured organic reaction records. describe an organic reaction: reactants, conditions, products, and yield The reactants are COS(=O)(=O)OC, Cl, [Na+], [OH-], O, Cc1nc2c(O)cccn2c(=O)c1CCO. Yields the product COc1cccn2c(=O)c(CCO)c(C)nc12. Reaction SMILES: [CH3:1][O:2][S:3](=[O:4])(=[O:5])[O:6][CH3:7].[ClH:8].[Na+:26].[OH-:25].[OH2:27].[OH:9][c:10]1[cH:11][cH:12][cH:13][n:14]2[c:15]1[n:16][c:17]([CH3:24])[c:18]([CH2:21][CH2:22][OH:23])[c:19]2=[O:20]>>[O:6]([CH3:7])[c:10]1[cH:11][cH:12][cH:13][n:14]2[c:15]1[n:16][c:17]([CH3:24])[c:18]([CH2:21][CH2:22][OH:23])[c:19]2=[O:20].